The task is: describe an organic reaction: reactants, conditions, products, and yield. This data is from the Open Reaction Database (ORD), a public repository of structured organic reaction records. Reactants: Cc1csc(N)n1, CN(C)C(=O)c1cnc(Oc2cc(OC3CCN(C)C3=O)cc(C(=O)O)c2)cn1, CC(C)=C(Cl)N(C)C, ClCCl, c1ccncc1. Product: Cc1csc(NC(=O)c2cc(Oc3cnc(C(=O)N(C)C)cn3)cc(OC3CCN(C)C3=O)c2)n1. As a reaction SMILES: [CH3:38][c:39]1[n:40][c:41]([NH2:44])[s:42][cH:43]1.[CH3:9][N:10]([C:11](=[O:12])[c:13]1[n:14][cH:15][c:16]([O:19][c:20]2[cH:21][c:22]([C:23](=[O:24])[OH:25])[cH:26][c:27]([O:29][CH:30]3[C:31](=[O:36])[N:32]([CH3:35])[CH2:33][CH2:34]3)[cH:28]2)[n:17][cH:18]1)[CH3:37].[Cl:1][C:2]([N:3]([CH3:4])[CH3:5])=[C:6]([CH3:7])[CH3:8].[Cl:51][CH2:52][Cl:53].[cH:45]1[cH:46][cH:47][n:48][cH:49][cH:50]1>>[CH3:9][N:10]([C:11](=[O:12])[c:13]1[n:14][cH:15][c:16]([O:19][c:20]2[cH:21][c:22]([C:23](=[O:25])[NH:44][c:41]3[n:40][c:39]([CH3:38])[cH:43][s:42]3)[cH:26][c:27]([O:29][CH:30]3[C:31](=[O:36])[N:32]([CH3:35])[CH2:33][CH2:34]3)[cH:28]2)[n:17][cH:18]1)[CH3:37]. The reactants are BrC=1C=NC=C(C(=O)OC)C1 (methyl 5-bromonicotinate), FC(C=1C=C(C=CC1)B(O)O)(F)F (3-trifluoromethylphenylboronic acid). Yields the product FC(C=1C=C(C=CC1)C=1C=C(C=NC1)C(=O)OC)(F)F (Methyl 5-[3-(trifluoromethyl)phenyl]pyridine-3-carboxylate). Reaction SMILES: Br[C:2]1[CH:3]=[N:4][CH:5]=[C:6]([CH:11]=1)[C:7]([O:9][CH3:10])=[O:8].[F:12][C:13]([F:24])([F:23])[C:14]1[CH:15]=[C:16](B(O)O)[CH:17]=[CH:18][CH:19]=1>>[F:12][C:13]([F:24])([F:23])[C:14]1[CH:19]=[C:18]([C:2]2[CH:11]=[C:6]([C:7]([O:9][CH3:10])=[O:8])[CH:5]=[N:4][CH:3]=2)[CH:17]=[CH:16][CH:15]=1. Procedure: 10.0 g (46.3 mmol) of methyl 5-bromonicotinate and 10.6 g (55.5 mmol) of 3-trifluoromethylphenylboronic acid were reacted according to the General Method 1A. Yield: 11.9 g (91% of theory) Reactants: FC1=CC=C(C=C1)C(C(C(=O)OCC)CC1=CC=C(C=C1)OC(F)(F)F)=O (ethyl 3-(4-fluorophenyl)-3-oxo-2-[4-(trifluoromethoxy)benzyl]propionate), Cl (hydrochloric acid). Reagents/catalysts: [BH4-].[Zn+2].[BH4-] (zinc borohydride). The solvent is C(C)OCC (diethyl ether). Conditions: time 2 hour. The product is FC1=CC=C(C=C1)C(C(C(=O)OCC)CC1=CC=C(C=C1)OC(F)(F)F)O (ethyl (2RS,3RS)-3-(4-fluorophenyl)-3-hydroxy-2-[4-(trifluoromethoxy)benzyl]propionate). Reaction SMILES: [F:1][C:2]1[CH:7]=[CH:6][C:5]([C:8](=[O:27])[CH:9]([CH2:15][C:16]2[CH:21]=[CH:20][C:19]([O:22][C:23]([F:26])([F:25])[F:24])=[CH:18][CH:17]=2)[C:10]([O:12][CH2:13][CH3:14])=[O:11])=[CH:4][CH:3]=1.Cl>C(OCC)C.[BH4-].[Zn+2].[BH4-]>[F:1][C:2]1[CH:7]=[CH:6][C:5]([CH:8]([OH:27])[CH:9]([CH2:15][C:16]2[CH:17]=[CH:18][C:19]([O:22][C:23]([F:25])([F:26])[F:24])=[CH:20][CH:21]=2)[C:10]([O:12][CH2:13][CH3:14])=[O:11])=[CH:4][CH:3]=1 |f:3.4.5|. Procedure: While stirring zinc chloride (3.98 g, 29.2 mmol) in diethyl ether (50 ml), sodium borohydride (2.21 g, 58.4 mmol) was added at room temperature and the mixture was stirred as it was for 2 hrs. The insoluble material of the mixture was removed by filtration and washed with diethyl ether to give a solution of zinc borohydride in diethyl ether. To the obtained solution was added a solution of ethyl 3-(4-fluorophenyl)-3-oxo-2-[4-(trifluoromethoxy)benzyl]propionate (5.610 g, 14.60 mmol) in diethyl et... The reactants are [OH-].[Na+] (sodium hydroxide), C(C(C)C)(=O)NC1=CC=C(C=C1)C1NC2=CC=C(C=C2CC1(C)C)C(=O)OC (methyl 2-(4-isobutyramidophenyl)-3,3-dimethyl-1,2,3,4-tetrahydroquinoline-6-carboxylate), resultant mixture. Solvent: O (water), CO (methanol), O (water). The product is C(C(C)C)(=O)NC1=CC=C(C=C1)C1NC2=CC=C(C=C2CC1(C)C)C(=O)O (2-(4-isobutyramidophenyl)-3,3-dimethyl-1,2,3,4-tetrahydroquinoline-6-carboxylic acid). Isolated yield 92.0%. Reaction SMILES: [C:1]([NH:6][C:7]1[CH:12]=[CH:11][C:10]([CH:13]2[C:22]([CH3:24])([CH3:23])[CH2:21][C:20]3[C:15](=[CH:16][CH:17]=[C:18]([C:25]([O:27]C)=[O:26])[CH:19]=3)[NH:14]2)=[CH:9][CH:8]=1)(=[O:5])[CH:2]([CH3:4])[CH3:3].[OH-].[Na+]>CO.O>[C:1]([NH:6][C:7]1[CH:8]=[CH:9][C:10]([CH:13]2[C:22]([CH3:23])([CH3:24])[CH2:21][C:20]3[C:15](=[CH:16][CH:17]=[C:18]([C:25]([OH:27])=[O:26])[CH:19]=3)[NH:14]2)=[CH:11][CH:12]=1)(=[O:5])[CH:2]([CH3:4])[CH3:3] |f:1.2|. Procedure details: To a mixture of methyl 2-(4-isobutyramidophenyl)-3,3-dimethyl-1,2,3,4-tetrahydroquinoline-6-carboxylate (46 mg, 0.12 mmol) in methanol (3 mL) and water (1.5 mL) was added a solution of sodium hydroxide (82 mg, 2.06 mmol.) in water (1.5 mL). The resultant mixture was heated to reflux until the completion of the reaction (monitored by thin layer chromatography). Methanol was removed under vacuum. The residue was acidified with 2 M hydrochloric acid to pH=1. The precipitates were collected by filtr...